This data is from the Open Reaction Database (ORD), a public repository of structured organic reaction records. The task is: describe an organic reaction: reactants, conditions, products, and yield Reactants: CC1=NC(=C(C(=N1)Cl)[N+](=O)[O-])NC(C)C (2-methyl-4-chloro-5-nitro-6-isopropylamino-pyrimidine), C(C)(CC)N (sec- butylamine). Solvent: C(C)N(CC)CC (triethylamine). Run at time 16 hour. Yields the product CC1=NC(=C(C(=N1)NC(C)C)[N+](=O)[O-])NC(C)CC (2-methyl-4-isopropylamino-6-sec.-butylamino-5-nitro-pyrimidine). The yield is 96.2%. As a reaction SMILES: [CH3:1][C:2]1[N:7]=[C:6](Cl)[C:5]([N+:9]([O-:11])=[O:10])=[C:4]([NH:12][CH:13]([CH3:15])[CH3:14])[N:3]=1.[CH:16]([NH2:20])([CH2:18][CH3:19])[CH3:17]>C(N(CC)CC)C>[CH3:1][C:2]1[N:3]=[C:4]([NH:12][CH:13]([CH3:15])[CH3:14])[C:5]([N+:9]([O-:11])=[O:10])=[C:6]([NH:20][CH:16]([CH2:18][CH3:19])[CH3:17])[N:7]=1. Procedure details: 10 ml of triethylamine are added to 8.05 g (0.035 mol) of 2-methyl-4-chloro-5-nitro-6-isopropylamino-pyrimidine. While cooling with ice, 7.3 g (0.1 mol) of sec- butylamine are slowly added dropwise and the mixture is stirred for 16 hours at room temperature. The reaction solution is evaporated, the residue suspended in 500 ml of water and extracted 3 times with ether, to yield 9.0 g of 2-methyl-4-isopropylamino-6-sec.-butylamino-5-nitro-pyrimidine (36.5%) as an oil. Starting materials: C(C1=CC=CC=C1)N1CCN(CC1)C1=C2C(=NC=C1)NC=C2 (4-(4-benzyl-piperazin-1-yl)-1H-pyrrolo[2,3-b]pyridine). Reagents/catalysts: [OH-].[OH-].[Pd+2] (Pd(OH)2/C). Solvent: CO (MeOH), CO (MeOH). Product: N1(CCNCC1)C1=C2C(=NC=C1)NC=C2 (4-piperazin-1-yl-1H-pyrrolo[2,3-b]pyridine). As a reaction SMILES: C([N:8]1[CH2:13][CH2:12][N:11]([C:14]2[CH:19]=[CH:18][N:17]=[C:16]3[NH:20][CH:21]=[CH:22][C:15]=23)[CH2:10][CH2:9]1)C1C=CC=CC=1>CO.[OH-].[OH-].[Pd+2]>[N:11]1([C:14]2[CH:19]=[CH:18][N:17]=[C:16]3[NH:20][CH:21]=[CH:22][C:15]=23)[CH2:12][CH2:13][NH:8][CH2:9][CH2:10]1 |f:2.3.4|. Reported procedure: A solution of 4-(4-benzyl-piperazin-1-yl)-1H-pyrrolo[2,3-b]pyridine (3.90 g, 13.3 mmol) and Pd(OH)2/C (937 mg, 1.33 mmol) in MeOH (60 mL) was stirred under 1 atmosphere of H2 for 2 d. The mixture was diluted with MeOH, filtered through diatomaceous earth, and the filtrate was concentrated in vacuo to give 4-piperazin-1-yl-1H-pyrrolo[2,3-b]pyridine as a solid (100 mg kept as free base). The remaining material was suspended in MeOH and treated with 2.0 M HCl in Et2O. This mixture was concentrated ... RXN SMILES: [Al+3:29].[CH2:16]([CH3:17])[N:18]([c:19]1[cH:20][c:21]([CH3:25])[cH:22][cH:23][cH:24]1)[CH2:26][CH3:27].[Cl-:28].[Cl-:30].[Cl-:31].[Cl:1][c:2]1[c:3]([Cl:4])[c:5]([Cl:6])[c:7]2[c:13]([c:14]1[Cl:15])[C:11](=[O:12])[O:10][C:8]2=[O:9].[Cl:32][c:33]1[cH:34][cH:35][cH:36][cH:37][c:38]1[Cl:39]>>[Cl:1][c:2]1[c:3]([Cl:4])[c:5]([Cl:6])[c:7]([C:8](=[O:9])[c:22]2[c:21]([CH3:25])[cH:20][c:19]([N:18]([CH2:16][CH3:17])[CH2:26][CH3:27])[cH:24][cH:23]2)[c:13]([C:11]([OH:10])=[O:12])[c:14]1[Cl:15]. Yields the product CCN(CC)c1ccc(C(=O)c2c(Cl)c(Cl)c(Cl)c(Cl)c2C(=O)O)c(C)c1. The reactants are [Al+3], CCN(CC)c1cccc(C)c1, [Cl-], [Cl-], [Cl-], O=C1OC(=O)c2c(Cl)c(Cl)c(Cl)c(Cl)c21, Clc1ccccc1Cl. Reactants: CC(C)(C)OC(=O)N1CC(O)CC1C(=O)N1CCC1, O=C([O-])[O-], ClCCl, [F-], CCN(CC)C(F)(F)C(F)C(F)(F)F, [K+], [K+], [Na+]. Yields the product CC(C)(C)OC(=O)N1CC(F)CC1C(=O)N1CCC1. Reaction SMILES: [C:15]([CH3:16])([CH3:17])([CH3:18])[O:19][C:20](=[O:21])[N:22]1[CH:23]([C:28](=[O:29])[N:30]2[CH2:31][CH2:32][CH2:33]2)[CH2:24][CH:25]([OH:27])[CH2:26]1.[C:36](=[O:37])([O-:38])[O-:39].[Cl:42][CH2:43][Cl:44].[F-:34].[F:1][C:2]([F:3])([N:4]([CH2:5][CH3:6])[CH2:7][CH3:8])[CH:9]([F:10])[C:11]([F:12])([F:13])[F:14].[K+:40].[K+:41].[Na+:35]>>[F:1][CH:25]1[CH2:24][CH:23]([C:28](=[O:29])[N:30]2[CH2:31][CH2:32][CH2:33]2)[N:22]([C:20]([O:19][C:15]([CH3:16])([CH3:17])[CH3:18])=[O:21])[CH2:26]1.